This data is from the Open Reaction Database (ORD), a public repository of structured organic reaction records. The task is: describe an organic reaction: reactants, conditions, products, and yield The reactants are [Li]CCCC (n-BuLi), BrC=1C=C(C=CC1)N1C(=CC=C1C)C (1-(3-bromophenyl)-2,5-dimethyl-1H-pyrrole), CC(=O)C (acetone). The solvent is C1CCOC1 (THF). Reaction conditions: time 30 minute. Yields the product CC=1N(C(=CC1)C)C=1C=C(C=CC1)C(C)(C)O (2-[3-(2,5-dimethyl-1H-pyrrol-1-yl)phenyl]propan-2-ol). Isolated yield 61.1%. Reaction SMILES: Br[C:2]1[CH:3]=[C:4]([N:8]2[C:12]([CH3:13])=[CH:11][CH:10]=[C:9]2[CH3:14])[CH:5]=[CH:6][CH:7]=1.[Li]CCCC.[CH3:20][C:21]([CH3:23])=[O:22]>C1COCC1>[CH3:14][C:9]1[N:8]([C:4]2[CH:3]=[C:2]([C:21]([OH:22])([CH3:23])[CH3:20])[CH:7]=[CH:6][CH:5]=2)[C:12]([CH3:13])=[CH:11][CH:10]=1. Procedure: A solution of 1-(3-bromophenyl)-2,5-dimethyl-1H-pyrrole (1.50 g, 6.00 mmol) in THF (25 mL) was cooled to −78° C. under an atmosphere of argon. To this solution was added n-BuLi (2.50 M in hexane, 2.76 mL, 6.90 mmol) dropwise via syringe. After 30 min, acetone (0.572 mL, 7.8 mmol) was added to the cold solution dropwise via syringe. After 10 min, the cold bath was removed and the reaction mixture was allowed to warm to rt. After 5.5 h, the reaction was quenched by the addition of water. The mixtu... The reactants are [OH-].[Na+] (sodium hydroxide), ClC1=C(C=C(C=C1Cl)Cl)O (2,3,5-trichlorophenol), BrC(C(=O)O)CC (2-bromobutyric acid), [OH-].[Na+] (sodium hydroxide). Run at temperature 15 celsius. The product is ClC1=C(OC(C(=O)O)CC)C=C(C=C1Cl)Cl (α-(2,3,5-trichlorophenoxy)butyric acid). The yield is 69.1%. RXN SMILES: [OH-].[Na+].[Cl:3][C:4]1[C:9]([Cl:10])=[CH:8][C:7]([Cl:11])=[CH:6][C:5]=1[OH:12].Br[CH:14]([CH2:18][CH3:19])[C:15]([OH:17])=[O:16]>>[Cl:3][C:4]1[C:9]([Cl:10])=[CH:8][C:7]([Cl:11])=[CH:6][C:5]=1[O:12][CH:14]([CH2:18][CH3:19])[C:15]([OH:17])=[O:16] |f:0.1|. Procedure details: 44.0 g (0.55 mole) of 50% aqueous sodium hydroxide was added to a mixture of 42.5 g (0.22 mole) of 2,3,5-trichlorophenol and 43.4 g (0.26 mole) of 2-bromobutyric acid, with rapid stirring at an initial temperature of 15° C. The temperature rose to 45° C over the course of the addition during which time a cold water bath was applied. At the completion of the sodium hydroxide addition, the cold bath was removed and the mixture was heated to 110° C for a 15-minute period. Then 50 ml of water, 53 ml... Starting materials: [BH4-], CC(=O)[O-], CC(=O)O, C[N+](=O)[O-], [NH4+], [Na+], O, O=Cc1cccc(-c2ccccn2)c1. Product: O=[N+]([O-])CCc1cccc(-c2ccccn2)c1. RXN SMILES: [BH4-:24].[CH3:20][C:21](=[O:22])[O-:23].[CH3:27][C:28](=[O:29])[OH:30].[N+:15](=[O:16])([O-:17])[CH3:18].[NH4+:19].[Na+:25].[OH2:26].[n:1]1[c:2](-[c:7]2[cH:8][c:9]([CH:10]=[O:11])[cH:12][cH:13][cH:14]2)[cH:3][cH:4][cH:5][cH:6]1>>[n:1]1[c:2](-[c:7]2[cH:8][c:9]([CH2:10][CH2:18][N+:15](=[O:16])[O-:17])[cH:12][cH:13][cH:14]2)[cH:3][cH:4][cH:5][cH:6]1. Starting materials: Cl.N1=CC=CC=C1 (Pyridine hydrochloride), COC=1C=C2C(C(C(C2=CC1)=O)C1=CC=C(C=C1)OC)=O (5-methoxy-2-(4-methoxyphenyl)-1H-inden-1,3(2H)-dione). The solvent is O (water). Reaction conditions: time 3 hour. Yields the product OC=1C=C2C(C(C(C2=CC1)=O)C1=CC=C(C=C1)O)=O (5-Hydroxy-2-(4-hydroxyphenyl)-1H-indene-1,3(2H)-dione). Yield: 60.1%. Reaction SMILES: Cl.N1C=CC=CC=1.C[O:9][C:10]1[CH:11]=[C:12]2[C:16](=[CH:17][CH:18]=1)[C:15](=[O:19])[CH:14]([C:20]1[CH:25]=[CH:24][C:23]([O:26]C)=[CH:22][CH:21]=1)[C:13]2=[O:28]>O>[OH:9][C:10]1[CH:11]=[C:12]2[C:16](=[CH:17][CH:18]=1)[C:15](=[O:19])[CH:14]([C:20]1[CH:25]=[CH:24][C:23]([OH:26])=[CH:22][CH:21]=1)[C:13]2=[O:28] |f:0.1|. Reported procedure: Pyridine hydrochloride (400 mg) was heated to 190° C. To the melt was added 5-methoxy-2-(4-methoxyphenyl)-1H-inden-1,3(2H)-dione (150 mg, 0.53 mmol) and the reaction was stirred for 3 h. The mixture was cooled to room temperature and dissolved in water and extracted with ethyl acetate. The organic layers were combined and washed with 1 N HCl, water then brine and dried over MgSO4. Evaporation and flash chromatography (50%-60% EtOAc/petroleum ether) gave the product as a light brown solid, (81 mg... Reactants: C1(=CC=CC=C1)NC(=O)N1CCNCC1 (piperazine-1-carboxylic acid phenylamide), N1=C(C=NC2=CC=CC=C12)C=O (2-quinoxaline-carboxaldehyde). Yields the product C1(=CC=CC=C1)NC(=O)N1CCN(CC1)CC1=NC2=CC=CC=C2N=C1 (4-Quinoxalin-2-ylmethyl-piperazine-1-carboxylic acid phenylamide). RXN SMILES: [C:1]1([NH:7][C:8]([N:10]2[CH2:15][CH2:14][NH:13][CH2:12][CH2:11]2)=[O:9])[CH:6]=[CH:5][CH:4]=[CH:3][CH:2]=1.[N:16]1[C:25]2[C:20](=[CH:21][CH:22]=[CH:23][CH:24]=2)[N:19]=[CH:18][C:17]=1[CH:26]=O>>[C:1]1([NH:7][C:8]([N:10]2[CH2:15][CH2:14][N:13]([CH2:26][C:17]3[CH:18]=[N:19][C:20]4[C:25](=[CH:24][CH:23]=[CH:22][CH:21]=4)[N:16]=3)[CH2:12][CH2:11]2)=[O:9])[CH:6]=[CH:5][CH:4]=[CH:3][CH:2]=1. Procedure: The title compound was prepared from piperazine-1-carboxylic acid phenylamide and 2-quinoxaline-carboxaldehyde in analogy with Example 18. 1H NMR (400 MHz, CDCl3): 8.96 (s, 1H), 8.06-7.98 (m, 2H), 7.72-7.66 (m, 2H), 7.28-7.16 (m, 4H), 7.96-7.92 (m, 1H), 6.42 (s, 1H), 3.85 (s, 2H), 3.48-3.45 (m, 4H), 3.55-3.52 (m, 4H). Starting materials: FC1=C(C(=O)O)C=CC=C1 (2-fluorobenzoic acid), O=S(Cl)Cl (sulfoxide chloride), O=S(Cl)Cl (sulfoxide chloride). The solvent is C1(=CC=CC=C1)C (toluene). Reaction conditions: temperature 50 celsius. The product is FC1=C(C(=O)Cl)C=CC=C1 (2-fluorobenzoyl chloride). Isolated yield 69.8%. As a reaction SMILES: [F:1][C:2]1[CH:10]=[CH:9][CH:8]=[CH:7][C:3]=1[C:4](O)=[O:5].O=S(Cl)[Cl:13]>C1(C)C=CC=CC=1>[F:1][C:2]1[CH:10]=[CH:9][CH:8]=[CH:7][C:3]=1[C:4]([Cl:13])=[O:5]. Reported procedure: To 100 mL of toluene were added 0.714 mol of 2-fluorobenzoic acid (100 g) then the mixture was heated to 50° C. and added 5.7 mol (414 mL) sulfoxide chloride. The reaction mixture was refluxed for 7 h. After completion of the reaction, sulfoxide chloride was evaporated to give 2-fluorobenzoyl chloride 79 g. Yield: 70%. Starting materials: C1(=CC=CC=C1)B(O)O (phenylboronic acid), C1(CCCC1)OC=1C=C(C=CC1OC)Br (3-cyclopentyloxy-4-methoxybromobenzene). The product is C1(CCCC1)OC=1C=C(C=CC1OC)C1=CC=CC=C1 (3-Cyclopentyloxy-4-methoxy-biphenyl). The yield is 46.0%. Reaction SMILES: [C:1]1(B(O)O)[CH:6]=[CH:5][CH:4]=[CH:3][CH:2]=1.[CH:10]1([O:15][C:16]2[CH:17]=[C:18](Br)[CH:19]=[CH:20][C:21]=2[O:22][CH3:23])[CH2:14][CH2:13][CH2:12][CH2:11]1>>[CH:10]1([O:15][C:16]2[CH:17]=[C:18]([C:1]3[CH:6]=[CH:5][CH:4]=[CH:3][CH:2]=3)[CH:19]=[CH:20][C:21]=2[O:22][CH3:23])[CH2:14][CH2:13][CH2:12][CH2:11]1. Procedure: Following the procedure of Example 1, phenylboronic acid and 3-cyclopentyloxy-4-methoxybromobenzene yielded 46% of the title compound as white needles: mp 62°-64° C.